This data is from the Open Reaction Database (ORD), a public repository of structured organic reaction records. The task is: describe an organic reaction: reactants, conditions, products, and yield Starting materials: C=O (para-formaldehyde), C(CCCC)=O (valeraldehyde), C(C)#N (acetonitrile), [OH-].[Na+] (sodium hydroxide), C(CCCC)=O (valeraldehyde). Conditions: temperature 80 celsius. Product: C(CC)C(CO)(CO)CO (2-propyl-2-hydroxymethyl-1,3-propanediol). As a reaction SMILES: [CH2:1]=[O:2].[OH-:3].[Na+].[CH:5](=[O:10])[CH2:6][CH2:7][CH2:8][CH3:9].[C:11](#N)C>>[CH2:7]([C:6]([CH2:5][OH:10])([CH2:11][OH:3])[CH2:1][OH:2])[CH2:8][CH3:9] |f:1.2|. Procedure details: To a heated (ca. 60° C.), rapidly stirred mixture of 9.9 grams (0.33 mole) of para-formaldehyde, 4.8 grams (0.12 mole) of finely pulverized, anhydrous sodium hydroxide, and 100 mls. of acetonitrile, was added, drop-wise, 8.4 grams of valeraldehyde. After drop-wise addition of the valeraldehyde had been completed, the reaction mixture was maintained at 80° C. for a period of 1/2 hour. At this time, 8.4 grams of insoluble solid (sodium formate and excess para-formaldehyde) was removed by filtratio... Starting materials: ClC1=CC=C2C(=CNC2=C1)C(=O)N1CCC(CC1)C1=C(C=CC=C1OC)OC ((6-chloro-1H-indol-3-yl)-[4-(2,6-dimethoxy-phenyl)-piperidin-1-yl]-methanone), C(C)(C)(C)OC(CBr)=O (bromo-acetic acid tert-butyl ester). Product: C(C)(C)(C)OC(CN1C=C(C2=CC=C(C=C12)Cl)C(=O)N1CCC(CC1)C1=C(C=CC=C1OC)OC)=O ({6-Chloro-3-[4-(2,6-dimethoxy-phenyl)-piperidine-1-carbonyl]-indol-1-yl}-acetic acid tert-butyl ester). RXN SMILES: [Cl:1][C:2]1[CH:10]=[C:9]2[C:5]([C:6]([C:11]([N:13]3[CH2:18][CH2:17][CH:16]([C:19]4[C:24]([O:25][CH3:26])=[CH:23][CH:22]=[CH:21][C:20]=4[O:27][CH3:28])[CH2:15][CH2:14]3)=[O:12])=[CH:7][NH:8]2)=[CH:4][CH:3]=1.[C:29]([O:33][C:34](=[O:37])[CH2:35]Br)([CH3:32])([CH3:31])[CH3:30]>>[C:29]([O:33][C:34](=[O:37])[CH2:35][N:8]1[C:9]2[C:5](=[CH:4][CH:3]=[C:2]([Cl:1])[CH:10]=2)[C:6]([C:11]([N:13]2[CH2:14][CH2:15][CH:16]([C:19]3[C:24]([O:25][CH3:26])=[CH:23][CH:22]=[CH:21][C:20]=3[O:27][CH3:28])[CH2:17][CH2:18]2)=[O:12])=[CH:7]1)([CH3:32])([CH3:31])[CH3:30]. Procedure: Following general procedure II, the alkylation of (6-chloro-1H-indol-3-yl)-[4-(2,6-dimethoxy-phenyl)-piperidin-1-yl]-methanone (preparation described herein), with (commercially available) bromo-acetic acid tert-butyl ester gave the title compound. Reactants: ClC1=C(C(=C(C=C1OC)OC)Cl)C=1C=C2C=NC(=NC2=CC1)N[C@@H]1COC[C@@H]1N ((3S,4R)—N3-(6-(2,6-dichloro-3,5-dimethoxyphenyl)quinazolin-2-yl)tetrahydrofuran-3,4-diamine), CCN(C(C)C)C(C)C (DIEA), C(C=C)(=O)Cl (acryloyl chloride). Solvent: ClCCl (dichloromethane). Reaction conditions: time 3 hour. Yields the product ClC1=C(C(=C(C=C1OC)OC)Cl)C=1C=C2C=NC(=NC2=CC1)N[C@H]1[C@H](CCCC1)NC(C=C)=O (N-((1S,2R)-2-((6-(2,6-dichloro-3,5-dimethoxyphenyl)quinazolin-2-yl)amino)cyclohexyl)acrylamide). The yield is 76.0%. RXN SMILES: [Cl:1][C:2]1[C:7]([O:8][CH3:9])=[CH:6][C:5]([O:10][CH3:11])=[C:4]([Cl:12])[C:3]=1[C:13]1[CH:14]=[C:15]2[C:20](=[CH:21][CH:22]=1)[N:19]=[C:18]([NH:23][C@H:24]1[C@@H:28]([NH2:29])[CH2:27]OC1)[N:17]=[CH:16]2.CCN(C(C)C)[CH:33]([CH3:35])[CH3:34].[C:39](Cl)(=[O:42])[CH:40]=[CH2:41]>ClCCl>[Cl:12][C:4]1[C:5]([O:10][CH3:11])=[CH:6][C:7]([O:8][CH3:9])=[C:2]([Cl:1])[C:3]=1[C:13]1[CH:14]=[C:15]2[C:20](=[CH:21][CH:22]=1)[N:19]=[C:18]([NH:23][C@@H:24]1[CH2:35][CH2:33][CH2:34][CH2:27][C@@H:28]1[NH:29][C:39](=[O:42])[CH:40]=[CH2:41])[N:17]=[CH:16]2. Reported procedure: To a solution of (3S,4R)—N3-(6-(2,6-dichloro-3,5-dimethoxyphenyl)quinazolin-2-yl)tetrahydrofuran-3,4-diamine (0.94 g, 2.1 mmol) in dichloromethane (25 mL) at 0° C. was added DIEA (0.37 mL, 2.1 mmol) and acryloyl chloride (0.17 mL, 2.1 mmol) and the reaction was stirred for 3 h. LC-MS indicated complete consumption of SM. The reaction mixture was purified by silica gel chromatography to yield N-((1S,2R)-2-((6-(2,6-dichloro-3,5-dimethoxyphenyl)quinazolin-2-yl)amino)cyclohexyl)acrylamide (Compound ... The reactants are COC(=O)N1CC[C@@H]2[C@](CCC[C@H]12)(C#CC=1C=C(C=CC1)C)O ((3aS,4R,7aS)-4-hydroxy-4-m-tolylethynyl-octahydro-indole-1-carboxylic acid methyl ester), CC=1C=C(C(=O)O)C=CC1 (3-methyl-benzoic acid). Yields the product CC=1C=C(C(=O)O[C@@]2([C@@H]3CCN([C@@H]3CCC2)C(=O)OC)C#CC=2C=C(C=CC2)C)C=CC1 ((3aR,4S,7aR)-methyl 4-(3-methylbenzoyloxy)-4-(m-tolylethynyl)octahydro-1H-indole-1-carboxylate). Reaction SMILES: [CH3:1][O:2][C:3]([N:5]1[C@@H:13]2[C@@H:8]([C@@:9]([OH:23])([C:14]#[C:15][C:16]3[CH:17]=[C:18]([CH3:22])[CH:19]=[CH:20][CH:21]=3)[CH2:10][CH2:11][CH2:12]2)[CH2:7][CH2:6]1)=[O:4].[CH3:24][C:25]1[CH:26]=[C:27]([CH:31]=[CH:32][CH:33]=1)[C:28](O)=[O:29]>>[CH3:24][C:25]1[CH:26]=[C:27]([CH:31]=[CH:32][CH:33]=1)[C:28]([O:23][C@@:9]1([C:14]#[C:15][C:16]2[CH:17]=[C:18]([CH3:22])[CH:19]=[CH:20][CH:21]=2)[CH2:10][CH2:11][CH2:12][C@@H:13]2[C@H:8]1[CH2:7][CH2:6][N:5]2[C:3]([O:2][CH3:1])=[O:4])=[O:29]. Reported procedure: Synthesis in analogy to the General Method 1 starting from (3aS,4R,7aS)-4-hydroxy-4-m-tolylethynyl-octahydro-indole-1-carboxylic acid methyl ester and 3-methyl-benzoic acid to yield (3aR,4S,7aR)-methyl 4-(3-methylbenzoyloxy)-4-(m-tolylethynyl)octahydro-1H-indole-1-carboxylate. MS [M+H]=296 (ester elimination ion); RT=7.376 min; LC-MS Method II The reactants are [H-], O=c1c(I)c(-c2ccccc2)oc2c1ccc1cn[nH]c12, CI, [Na+], CN(C)C=O. Product: Cn1cc2ccc3c(=O)c(I)c(-c4ccccc4)oc3c2n1. RXN SMILES: [H-:22].[I:1][c:2]1[c:3](=[O:21])[c:4]2[cH:5][cH:6][c:7]3[c:8]([c:9]2[o:10][c:11]1-[c:12]1[cH:13][cH:14][cH:15][cH:16][cH:17]1)[nH:18][n:19][cH:20]3.[I:24][CH3:25].[Na+:23].[O:26]=[CH:27][N:28]([CH3:29])[CH3:30]>>[I:1][c:2]1[c:3](=[O:21])[c:4]2[cH:5][cH:6][c:7]3[c:8]([c:9]2[o:10][c:11]1-[c:12]1[cH:13][cH:14][cH:15][cH:16][cH:17]1)[n:18][n:19]([CH3:25])[cH:20]3. Starting materials: CC(C)O, COCCOc1cc2ncnc(Cl)c2cc1OC, Cc1ccc(N)c(F)c1. Yields the product Cl, COCCOc1cc2ncnc(Nc3ccc(C)cc3F)c2cc1OC. RXN SMILES: [CH:28]([OH:29])([CH3:30])[CH3:31].[Cl:1][c:2]1[n:3][cH:4][n:5][c:6]2[cH:7][c:8]([O:14][CH2:15][CH2:16][O:17][CH3:18])[c:9]([O:12][CH3:13])[cH:10][c:11]12.[F:19][c:20]1[c:21]([NH2:22])[cH:23][cH:24][c:25]([CH3:27])[cH:26]1>>[ClH:1].[c:2]1([NH:22][c:21]2[c:20]([F:19])[cH:26][c:25]([CH3:27])[cH:24][cH:23]2)[n:3][cH:4][n:5][c:6]2[cH:7][c:8]([O:14][CH2:15][CH2:16][O:17][CH3:18])[c:9]([O:12][CH3:13])[cH:10][c:11]12. Starting materials: CN(C)C=O, [N-]=[N+]=[N-], [Na+], CS(=O)(=O)OC1CCN(Cc2ccc(C(=O)N3CCCCC3)o2)CC1. Yields the product [N-]=[N+]=NC1CCN(Cc2ccc(C(=O)N3CCCCC3)o2)CC1. Reaction SMILES: [CH3:30][N:31]([CH3:32])[CH:33]=[O:34].[N-:27]=[N+:28]=[N-:29].[Na+:26].[S:1]([O:2][CH:6]1[CH2:7][CH2:8][N:9]([CH2:12][c:13]2[cH:14][cH:15][c:16]([C:18](=[O:19])[N:20]3[CH2:21][CH2:22][CH2:23][CH2:24][CH2:25]3)[o:17]2)[CH2:10][CH2:11]1)([CH3:3])(=[O:4])=[O:5]>>[CH:6]1([N:27]=[N+:28]=[N-:29])[CH2:7][CH2:8][N:9]([CH2:12][c:13]2[cH:14][cH:15][c:16]([C:18](=[O:19])[N:20]3[CH2:21][CH2:22][CH2:23][CH2:24][CH2:25]3)[o:17]2)[CH2:10][CH2:11]1. Reactants: BrC1=CSC=C1 (3-bromothiophene), Teflon, [Mg] (magnesium), [Mg] (magnesium), BrC1=CC(=C(C(=C1)F)F)F (1-bromo-3,4,5-trifluorobenzene). The reagents and catalysts are C1=CC=C(C=C1)P([C-]2C=CC=C2)C3=CC=CC=C3.C1=CC=C(C=C1)P([C-]2C=CC=C2)C3=CC=CC=C3.Cl[Pd]Cl.[Fe+2] (Pd(dppf)Cl2), [Cl-].[Zn+2].[Cl-] (zinc chloride). Reaction conditions: temperature 40 celsius. The product is FC=1C=C(C=C(C1F)F)C1=CSC=C1 (3(3,4,5-trifluorophenyl)thiophene). As a reaction SMILES: [Mg].Br[C:3]1[CH:8]=[C:7]([F:9])[C:6]([F:10])=[C:5]([F:11])[CH:4]=1.Br[C:13]1[CH:17]=[CH:16][S:15][CH:14]=1>C1C=CC(P(C2C=CC=CC=2)[C-]2C=CC=C2)=CC=1.C1C=CC(P(C2C=CC=CC=2)[C-]2C=CC=C2)=CC=1.Cl[Pd]Cl.[Fe+2].[Cl-].[Zn+2].[Cl-]>[F:11][C:5]1[CH:4]=[C:3]([C:13]2[CH:17]=[CH:16][S:15][CH:14]=2)[CH:8]=[C:7]([F:9])[C:6]=1[F:10] |f:3.4.5.6,7.8.9|. Procedure: In a first three-necked round-bottom flask (100 ml), metallic magnesium (52 mmol) (product #25411-8, manufactured by Aldrich Chemical) was flame dried in an argon atmosphere for 3 to 4 minutes. Upon cooling under the argon atmosphere, 50 ml of freshly dried tetrahydrofuran (product #T 397-4, manufactured by Fisher Scientific) was previously distilled from a sodium/bentophenone mixture and directly drawn into the flask from the distillation head. Into this mixture of magnesium and tetrahydrofuran... Run in CCO (EtOH). Product: NC1=C(C(=NN1)NC1=CC=C(C=C1)CC#N)C(=O)N (5-amino-3-((4-(cyanomethyl)phenyl)amino)-1H-pyrazole-4-carboxamide). Procedure details: Dissolved 0.500 g 2-cyano-3,3-bis(methylthio)acrylamide in 15 mL EtOH and added 4-Aminobenzyl cyanide (1.0 eq.). Stirred reaction at 75° C. until starting amide was absent by HPLC. Once complete (18 hrs), reaction was brought to room temperature and filtered to obtain a light yellow powder as product. Product was allowed to dry under vacuum for 1 hr. Product was then suspended in 10 mL EtOH and hydrazine hydrate (1 eq.) was added dropwise. Reaction was heated at 75° C. until intermediate was abs... RXN SMILES: [C:1]([C:3](=[C:7](SC)SC)[C:4]([NH2:6])=[O:5])#[N:2].[NH2:12][C:13]1[CH:21]=[CH:20][C:16]([CH2:17][C:18]#[N:19])=[CH:15][CH:14]=1.O.[NH2:23][NH2:24]>CCO>[NH2:2][C:1]1[NH:24][N:23]=[C:7]([NH:12][C:13]2[CH:21]=[CH:20][C:16]([CH2:17][C:18]#[N:19])=[CH:15][CH:14]=2)[C:3]=1[C:4]([NH2:6])=[O:5] |f:2.3|. Starting materials: O.NN (hydrazine hydrate), C(#N)C(C(=O)N)=C(SC)SC (2-cyano-3,3-bis(methylthio)acrylamide), amide, NC1=CC=C(CC#N)C=C1 (4-Aminobenzyl cyanide). Conditions: temperature 75 celsius.